Dataset: the Open Reaction Database (ORD), a public repository of structured organic reaction records. Task: describe an organic reaction: reactants, conditions, products, and yield Starting materials: C(C)(C)(C)C1=NC=C(C(=N1)CCCCCC)C(=O)N([C@@H]1CN(C[C@@H](C1)C(=O)N1CCOCC1)C(=O)OC(C)(C)C)CC(C)C (tert-Butyl(3S,5R)-3-{[(2-tert-butyl-4-hexylpyrimidin-5-yl)carbonyl](2-methylpropyl)amino}-5-(morpholin-4-ylcarbonyl)piperidine-1-carboxylate), C(C)(=O)OCC.Cl (hydrogen chloride-ethyl acetate). Conditions: time 1.5 hour. Product: Cl.Cl.C(C)(C)(C)C1=NC=C(C(=N1)CCCCCC)C(=O)N([C@@H]1CNC[C@@H](C1)C(=O)N1CCOCC1)CC(C)C (2-tert-butyl-4-hexyl-N-(2-methylpropyl)-N-[(3S,5R)-5-(morpholin-4-ylcarbonyl)piperidin-3-yl]pyrimidine-5-carboxamide dihydrochloride). Reaction SMILES: [C:1]([C:5]1[N:10]=[C:9]([CH2:11][CH2:12][CH2:13][CH2:14][CH2:15][CH3:16])[C:8]([C:17]([N:19]([CH2:41][CH:42]([CH3:44])[CH3:43])[C@H:20]2[CH2:25][C@@H:24]([C:26]([N:28]3[CH2:33][CH2:32][O:31][CH2:30][CH2:29]3)=[O:27])[CH2:23][N:22](C(OC(C)(C)C)=O)[CH2:21]2)=[O:18])=[CH:7][N:6]=1)([CH3:4])([CH3:3])[CH3:2].C(OCC)(=O)C.[ClH:51]>>[ClH:51].[ClH:51].[C:1]([C:5]1[N:10]=[C:9]([CH2:11][CH2:12][CH2:13][CH2:14][CH2:15][CH3:16])[C:8]([C:17]([N:19]([CH2:41][CH:42]([CH3:43])[CH3:44])[C@H:20]2[CH2:25][C@@H:24]([C:26]([N:28]3[CH2:33][CH2:32][O:31][CH2:30][CH2:29]3)=[O:27])[CH2:23][NH:22][CH2:21]2)=[O:18])=[CH:7][N:6]=1)([CH3:2])([CH3:3])[CH3:4] |f:1.2,3.4.5|. Reported procedure: tert-Butyl(3S,5R)-3-{[(2-tert-butyl-4-hexylpyrimidin-5-yl)carbonyl](2-methylpropyl)amino}-5-(morpholin-4-ylcarbonyl)piperidine-1-carboxylate (88.4 mg) was dissolved in 1M hydrogen chloride-ethyl acetate (3 ml), and the mixture was stirred at room temperature for 1.5 hr. The reaction mixture was concentrated to give the object product (62.7 mg).